This data is from the Open Reaction Database (ORD), a public repository of structured organic reaction records. The task is: describe an organic reaction: reactants, conditions, products, and yield Starting materials: C(C(CO)(CO)N)O (Tris-base), C=1C=CC2=C(C1)C(OS2(=O)=O)(C=3C=C(C(=C(C3)Br)O)Br)C=4C=C(C(=C(C4)Br)O)Br (bromophenol blue), N1C=NC=C1 (imidazole), [Cl-].[Cl-].[Ca+2] (CaCl2), CC(CC1=CC=CC=C1)NC (mAmp), CCC(CC)COC(C1=CC=CC=C1)(C2=CC=CC=C2)C(=O)N(C)CC[NH+](C)C.[Cl-] (X-100), C[C@H](CCC(=O)[O-])[C@H]1CC[C@@H]2[C@@]1([C@H](C[C@H]3[C@]2(CC[C@H]4[C@@]3(CC[C@H](C4)O)C)C)O)C.[Na+] (sodium deoxycholate), NCC(=O)O (glycine), C(C(CO)(CO)N)O (Tris), C(C(CO)(CO)N)O (Tris-base), CCC(CC)COC(C1=CC=CC=C1)(C2=CC=CC=C2)C(=O)N(C)CC[NH+](C)C.[Cl-] (X-100), Na deoxycholate, P(O)(=O)(OP(=O)(O)O)OC[C@@H]1[C@H]([C@H]([C@@H](O1)N1C=NC=2C(N)=NC=NC12)O)O (ADP), P(O)(=O)(OP(=O)(O)OP(=O)(O)O)OC[C@@H]1[C@H]([C@H]([C@@H](O1)N1C=NC=2C(N)=NC=NC12)O)O (ATP). The solvent is OCC(O)CO (glycerol). Run at time 10 minute. Yields the product P(=O)([O-])([O-])[O-].[Ca+2].P(=O)([O-])([O-])[O-].[Ca+2].[Ca+2] (calcium phosphate), P(O)(=O)(OP(=O)(O)OP(=O)(O)O)OC[C@@H]1[C@H]([C@H]([C@@H](O1)N1C=NC=2C(N)=NC=NC12)O)O (ATP). As a reaction SMILES: CCC(C[O:7][C:8]([C:21]([N:23]([CH2:25][CH2:26][NH+:27]([CH3:29])C)C)=[O:22])([C:15]1[CH:20]=[CH:19]C=CC=1)C1C=CC=CC=1)CC.[Cl-].C(O)[C:32]([NH2:37])(CO)CO.C1C=CC2S(=O)(=O)OC(C3C=C(Br)C(O)=C(Br)C=3)(C3C=C(Br)C(O)=C(Br)C=3)C=2C=1.CC(NC)CC1C=CC=CC=1.C[C@@H]([C@@H]1[C@@]2(C)[C@@H](O)C[C@@H]3[C@@]4(C)CC[C@@H](O)C[C@H]4CC[C@@]3(C)[C@@H]2CC1)CCC([O-])=O.[Na+].NCC(O)=[O:112].[NH:114]1C=C[N:116]=[CH:115]1.[Cl-].[Cl-].[Ca+2:121].[P:122]([O:130]C[C@H]1O[C@@H](N2C3N=CN=C(N)C=3N=C2)[C@H](O)[C@@H]1O)([O:125]P(O)(O)=O)(=[O:124])[OH:123].[P:149]([O:161]C[C@H]1O[C@@H](N2C3N=CN=C(N)C=3N=C2)[C@H](O)[C@@H]1O)([O:152][P:153]([O:156][P:157]([OH:160])([OH:159])=[O:158])([OH:155])=[O:154])(=[O:151])[OH:150]>OCC(CO)O>[P:122]([O-:130])([O-:125])([O-:124])=[O:123].[Ca+2:121].[P:149]([O-:161])([O-:152])([O-:151])=[O:150].[Ca+2:121].[Ca+2:121].[P:149]([O:161][CH2:19][C@H:20]1[O:22][C@@H:21]([N:23]2[C:25]3[N:37]=[CH:32][N:116]=[C:115]([NH2:114])[C:26]=3[N:27]=[CH:29]2)[C@H:8]([OH:7])[C@@H:15]1[OH:112])([O:152][P:153]([O:156][P:157]([OH:160])([OH:159])=[O:158])([OH:155])=[O:154])(=[O:150])[OH:151] |f:0.1,5.6,9.10.11,15.16.17.18.19|. Reported procedure: This type of gel allows for separating proteins upon their molecular weight and electrical charge while preserving their activity in such a way that this activity can be measured after migration. Two polyacrylamide preparations were poured between two glass plates to form a gradient and polymerized. The 4% acrylamide solution was composed of: 4.5 mL of separating buffer (Tris 1.5 M pH 8.8+0.4% Triton X-100™), 2.5 mL acrylamide 30%, 180 μL Na deoxycholate 10%, water up to 18 mL, 60 μL APS 10% and... Starting materials: O=[N+]([O-])c1ccc(OCCBr)cc1, O=C([O-])[O-], C1COCCN1, CC#N, [K+], [K+]. Product: O=[N+]([O-])c1ccc(OCCN2CCOCC2)cc1. As a reaction SMILES: [Br:1][CH2:2][CH2:3][O:4][c:5]1[cH:6][cH:7][c:8]([N+:11](=[O:12])[O-:13])[cH:9][cH:10]1.[C:23](=[O:24])([O-:25])[O-:26].[CH2:14]1[CH2:15][O:16][CH2:17][CH2:18][NH:19]1.[CH3:20][C:21]#[N:22].[K+:27].[K+:28]>>[CH2:2]([CH2:3][O:4][c:5]1[cH:6][cH:7][c:8]([N+:11](=[O:12])[O-:13])[cH:9][cH:10]1)[N:19]1[CH2:14][CH2:15][O:16][CH2:17][CH2:18]1. The product is ClC1=C(C=CC=C1)CCC(=O)O (3-(2-chlorophenyl)propionic acid). Reaction SMILES: [Cl:1][C:2]1[CH:7]=[CH:6][CH:5]=[CH:4][C:3]=1[CH2:8][CH2:9][C:10]([O:12]C)=[O:11]>[OH-].[Na+]>[Cl:1][C:2]1[CH:7]=[CH:6][CH:5]=[CH:4][C:3]=1[CH2:8][CH2:9][C:10]([OH:12])=[O:11] |f:1.2|. The solvent is [OH-].[Na+] (sodium hydroxide). The reactants are ClC1=C(C=CC=C1)CCC(=O)OC (Methyl 3-(2-chlorophenyl)propionate). Procedure: Methyl 3-(2-chlorophenyl)propionate was refluxed in 10% aqueous sodium hydroxide (1 l.) for two hours and the reaction mixture was cooled, acidified and filtered. The filter cake was dissolved in hot aqueous sodium bicarbonate and filtered. The filtrate was acidified and filtered to yield 3-(2-chlorophenyl)propionic acid. Starting materials: CCCCCCCCc1ccc(C(=O)O)cc1, CCCCCCCCc1ccc(C(=O)O)cc1, CCC(C)COC(=O)c1ccc(-c2ccc(O)cc2)cc1, Cc1ccccc1, [Cl-], O=S(Cl)Cl, c1ccncc1. Product: CCCCCCCCc1ccc(C(=O)Oc2ccc(-c3ccc(C(=O)OCC(C)CC)cc3)cc2)cc1. Reaction SMILES: [CH2:19]([c:20]1[cH:21][cH:22][c:23]([C:24]([OH:25])=[O:26])[cH:27][cH:28]1)[CH2:29][CH2:30][CH2:31][CH2:32][CH2:33][CH2:34][CH3:35].[CH2:2]([CH2:3][CH2:4][CH2:5][CH2:6][CH2:7][CH2:8][CH3:9])[c:10]1[cH:11][cH:12][c:13]([C:14](=[O:15])[OH:16])[cH:17][cH:18]1.[CH3:40][CH:41]([CH2:42][O:43][C:44](=[O:45])[c:46]1[cH:47][cH:48][c:49](-[c:52]2[cH:53][cH:54][c:55]([OH:58])[cH:56][cH:57]2)[cH:50][cH:51]1)[CH2:59][CH3:60].[CH3:61][c:62]1[cH:63][cH:64][cH:65][cH:66][cH:67]1.[Cl-:1].[S:36]([Cl:37])([Cl:38])=[O:39].[cH:68]1[cH:69][cH:70][n:71][cH:72][cH:73]1>>[CH2:2]([CH2:3][CH2:4][CH2:5][CH2:6][CH2:7][CH2:8][CH3:9])[c:10]1[cH:11][cH:12][c:13]([C:14]([O:15][c:55]2[cH:54][cH:53][c:52](-[c:49]3[cH:48][cH:47][c:46]([C:44]([O:43][CH2:42][CH:41]([CH3:40])[CH2:59][CH3:60])=[O:45])[cH:51][cH:50]3)[cH:57][cH:56]2)=[O:16])[cH:17][cH:18]1.